From a dataset of the Open Reaction Database (ORD), a public repository of structured organic reaction records. describe an organic reaction: reactants, conditions, products, and yield The reactants are BrC=1C(=NC=C(C1C)[N+](=O)[O-])OC (3-Bromo-2-methoxy-4-methyl-5-nitro-pyridine), COC(N(C)C)OC (N,N-dimethylformamide-dimethylacetal). The solvent is C(C)(=O)OCC (Ethyl Acetate), CN(C)C=O (DMF). Run at temperature 90 celsius. The product is BrC=1C(=NC=C(C1/C=C/N(C)C)[N+](=O)[O-])OC ([(E)-2-(3-Bromo-2-methoxy-5-nitro-pyridin-4-yl)-vinyl]-dimethyl-amine). As a reaction SMILES: [Br:1][C:2]1[C:3]([O:12][CH3:13])=[N:4][CH:5]=[C:6]([N+:9]([O-:11])=[O:10])[C:7]=1[CH3:8].CO[CH:16](OC)[N:17]([CH3:19])[CH3:18]>CN(C=O)C.C(OCC)(=O)C>[Br:1][C:2]1[C:3]([O:12][CH3:13])=[N:4][CH:5]=[C:6]([N+:9]([O-:11])=[O:10])[C:7]=1/[CH:8]=[CH:16]/[N:17]([CH3:19])[CH3:18]. Procedure: To a solution of 3-Bromo-2-methoxy-4-methyl-5-nitro-pyridine (3.00 g, 12.1 mmol) in DMF (0.6M) was added via syringe N,N-dimethylformamide-dimethylacetal (3.0 mL, 22.4 mmol, 1.8 eq) in a fast dropwise manner. The solution was heated for 2 hr at 90° C., cooled to 23° C., then diluted with Ethyl Acetate (200 mL). The washed reaction mixture was washed with water, brine, dried (Na2SO4), and concentrated giving [(E)-2-(3-Bromo-2-methoxy-5-nitro-pyridin-4-yl)-vinyl]-dimethyl-amine as a red solid whic...